This data is from the Open Reaction Database (ORD), a public repository of structured organic reaction records. The task is: describe an organic reaction: reactants, conditions, products, and yield Reactants: BrC1=C(C=CC=C1OC)C(CC(C(=O)NC=1C=CC2=C(C(=NOC2=O)C)C1)(C(F)(F)F)O)(C)C ((−)-6-[4-(2-bromo-3-methoxyphenyl)-2-hydroxy-4-methyl-2-trifluoromethyl-valeroylamino]-4-methyl-2,3-benzoxazin-1-one). Solvent: C(Cl)(Cl)Cl (chloroform). Yields the product BrC1=C(C=CC=C1O)C(CC(C(=O)NC=1C=CC2=C(C(=NOC2=O)C)C1)(C(F)(F)F)O)(C)C ((−)-6-[4-(2-Bromo-3-hydroxyphenyl)-2-hydroxy-4-methyl-2-trifluoromethyl-valeroylamino]-4-methyl-2,3-benzoxazin-1-one). Reaction SMILES: [Br:1][C:2]1[C:7]([O:8]C)=[CH:6][CH:5]=[CH:4][C:3]=1[C:10]([CH3:34])([CH3:33])[CH2:11][C:12]([OH:32])([C:28]([F:31])([F:30])[F:29])[C:13]([NH:15][C:16]1[CH:17]=[CH:18][C:19]2[C:24](=[O:25])[O:23][N:22]=[C:21]([CH3:26])[C:20]=2[CH:27]=1)=[O:14]>C(Cl)(Cl)Cl>[Br:1][C:2]1[C:7]([OH:8])=[CH:6][CH:5]=[CH:4][C:3]=1[C:10]([CH3:34])([CH3:33])[CH2:11][C:12]([OH:32])([C:28]([F:29])([F:30])[F:31])[C:13]([NH:15][C:16]1[CH:17]=[CH:18][C:19]2[C:24](=[O:25])[O:23][N:22]=[C:21]([CH3:26])[C:20]=2[CH:27]=1)=[O:14]. Procedure details: Example 25 is produced analogously to Example 24 starting from the corresponding (−)-6-[4-(2-bromo-3-methoxyphenyl)-2-hydroxy-4-methyl-2-trifluoromethyl-valeroylamino]-4-methyl-2,3-benzoxazin-1-one. Flash point 227–231° C., [α]D=−94.3° (c=0.5 in chloroform).